This data is from the Open Reaction Database (ORD), a public repository of structured organic reaction records. The task is: describe an organic reaction: reactants, conditions, products, and yield Starting materials: solid, Cl.Cl.Cl.O1CCC=2C(=NC=CC21)N2CCN(CC2)CC[C@@H]2CC[C@H](CC2)N (trans-4-{2-[4-(2,3-dihydrofuro[3,2-c]pyridin-4-yl)-piperazin-1-yl]-ethyl}-cyclohexanamine trihydrochloride), Cl.Cl.Cl.O1CCC=2C(=NC=CC21)N2CCN(CC2)CC[C@@H]2CC[C@H](CC2)N (trans-4-{2-[4-(2,3-dihydrofuro[3,2-c]pyridin-4-yl)-piperazin-1-yl]-ethyl}-cyclohexanamine trihydrochloride), O=S1(CCN(CC1)C1=CC=C(C(=O)O)C=C1)=O (4-(1,1-dioxo-1λ6-thiomorpholin-4-yl)-benzoic acid). Product: O1CCC=2C(=NC=CC21)N2CCN(CC2)CC[C@@H]2CC[C@H](CC2)NC(C2=CC=C(C=C2)N2CCS(CC2)(=O)=O)=O (trans-N-(4-{2-[4-(2,3-Dihydro-furo[3,2-c]pyridin-4-yl)-piperazin-1-yl]-ethyl}-cyclohexyl)-4-(1,1-dioxo-1λ6-thiomorpholin-4-yl)-benzamide). RXN SMILES: Cl.Cl.Cl.[O:4]1[C:12]2[CH:11]=[CH:10][N:9]=[C:8]([N:13]3[CH2:18][CH2:17][N:16]([CH2:19][CH2:20][C@H:21]4[CH2:26][CH2:25][C@H:24]([NH2:27])[CH2:23][CH2:22]4)[CH2:15][CH2:14]3)[C:7]=2[CH2:6][CH2:5]1.[O:28]=[S:29]1(=[O:44])[CH2:34][CH2:33][N:32]([C:35]2[CH:43]=[CH:42][C:38]([C:39](O)=[O:40])=[CH:37][CH:36]=2)[CH2:31][CH2:30]1>>[O:4]1[C:12]2[CH:11]=[CH:10][N:9]=[C:8]([N:13]3[CH2:18][CH2:17][N:16]([CH2:19][CH2:20][C@H:21]4[CH2:26][CH2:25][C@H:24]([NH:27][C:39](=[O:40])[C:38]5[CH:42]=[CH:43][C:35]([N:32]6[CH2:31][CH2:30][S:29](=[O:44])(=[O:28])[CH2:34][CH2:33]6)=[CH:36][CH:37]=5)[CH2:23][CH2:22]4)[CH2:15][CH2:14]3)[C:7]=2[CH2:6][CH2:5]1 |f:0.1.2.3|. Procedure details: The title compound, white solid (129 mg, 91%), MS (ISP) m/z=568.4 [(M+H)+], mp 261.5° C., was prepared in accordance with the general method of example 32 from trans-4-{2-[4-(2,3-dihydrofuro[3,2-c]pyridin-4-yl)-piperazin-1-yl]-ethyl}-cyclohexanamine trihydrochloride (intermediate C) (110 mg, 0.25 mmol) and 4-(1,1-dioxo-1λ6-thiomorpholin-4-yl)-benzoic acid. Conditions: temperature 30 celsius, time 5 hour. The product is OC=1C=C(C=CC1)C1=CC=C(C=C1)CNC(OC(C)(C)C)=O (tert-Butyl N-(3′-hydroxybiphenyl-4-ylmethyl)carbamate). The reactants are C(C1=CC=CC=C1)OC=1C=C(C=CC1)C1=CC=C(C=C1)CNC(OC(C)(C)C)=O (tert-butyl N-(3′-bezyloxy-biphenyl-4-ylmethyl)carbamate). Reagents/catalysts: [Pd] (palladium-on carbon). The solvent is C(C)O.O1CCCC1 (ethanol tetrahydrofuran). Yield: 82.0%. Reported procedure: To a solution of tert-butyl N-(3′-bezyloxy-biphenyl-4-ylmethyl)carbamate (1.16 g) in ethanol/tetrahydrofuran (4/1, 30 mL) was added 10% palladium-on carbon (55.4 wt % H2O, 0.520 g), and the resulting mixture was stirred at 30° C. for 5 hours under a hydrogen atmosphere. The insoluble material was filtered out and the filtrate was concentrated under reduced pressure. The residue was purified by column chromatography on silica gel (eluent: hexane/ethyl acetate=5/2) to give the title compound (0.73... As a reaction SMILES: C([O:8][C:9]1[CH:10]=[C:11]([C:15]2[CH:20]=[CH:19][C:18]([CH2:21][NH:22][C:23](=[O:29])[O:24][C:25]([CH3:28])([CH3:27])[CH3:26])=[CH:17][CH:16]=2)[CH:12]=[CH:13][CH:14]=1)C1C=CC=CC=1>C(O)C.O1CCCC1.[Pd]>[OH:8][C:9]1[CH:10]=[C:11]([C:15]2[CH:20]=[CH:19][C:18]([CH2:21][NH:22][C:23](=[O:29])[O:24][C:25]([CH3:27])([CH3:26])[CH3:28])=[CH:17][CH:16]=2)[CH:12]=[CH:13][CH:14]=1 |f:1.2|. Starting materials: C(C1=CC=CC=C1)SC(NCC(=C)Cl)=S ((2-chloro-allyl)-dithiocarbamic acid benzyl ester), C(O)([O-])=O.[Na+] (sodium hydrogen carbonate), ClC1=CC=CC=C1 (chlorobenzene). Conditions: temperature 5.5 celsius, time 20 minute. The product is C(C1=CC=CC=C1)SC=1SC(=CN1)CCl (2-Benzylsulfanyl-5-chloromethyl-thiazole). Reaction SMILES: [CH2:1]([S:8][C:9](=[S:15])[NH:10][CH2:11][C:12](Cl)=[CH2:13])[C:2]1[CH:7]=[CH:6][CH:5]=[CH:4][CH:3]=1.C(=O)([O-])O.[Na+].[Cl:21]C1C=CC=CC=1>>[CH2:1]([S:8][C:9]1[S:15][C:12]([CH2:13][Cl:21])=[CH:11][N:10]=1)[C:2]1[CH:7]=[CH:6][CH:5]=[CH:4][CH:3]=1 |f:1.2|. Procedure details: Under a slight stream of nitrogen, 35.8 g of (2-chloro-allyl)-dithiocarbamic acid benzyl ester and 31.8 g of sodium hydrogen carbonate are placed in 250 ml of chlorobenzene. The mixture is then cooled to 5-6° C. The apparatus is flushed thoroughly with nitrogen. Then 28.2 g of sulfuryl chloride are added in the course of 120 minutes in such a manner that the temperature can be maintained at 5-10° C. When the addition is complete, stirring is carried out for about 20 minutes. The reaction mixture... Starting materials: CC(C)(C)OC(=O)N1C(=O)C2(F)CCCC2c2ccccc21, CCOC(C)=O, ClCCl, O, O=C(O)C(F)(F)F. The product is O=C1Nc2ccccc2C2CCCC12F. As a reaction SMILES: [C:1]([O:2][C:3](=[O:4])[N:8]1[C:9](=[O:22])[C:10]2([F:21])[CH:11]([c:12]3[cH:13][cH:14][cH:15][cH:16][c:17]31)[CH2:18][CH2:19][CH2:20]2)([CH3:5])([CH3:6])[CH3:7].[CH3:34][CH2:35][O:36][C:37](=[O:38])[CH3:39].[Cl:30][CH2:31][Cl:32].[OH2:33].[OH:23][C:24]([C:25]([F:26])([F:27])[F:28])=[O:29]>>[NH:8]1[C:9](=[O:22])[C:10]2([F:21])[CH:11]([c:12]3[cH:13][cH:14][cH:15][cH:16][c:17]31)[CH2:18][CH2:19][CH2:20]2. Procedure details: Acetyl chloride (50 ml) was added cautiously to a stirred suspension of 2-hydroxy-6-methylpyridine-3-carboxylic acid (14.3 g, 93.44 mmol) in dry methanol (500 ml) and the resulting solution was heated to reflux. After 16 h the solution was evaporated in vacuo to give the title compound (15.62 g, 100%) as a solid: 1H NMR (DMSO) shows the methyl singlet at δ 3.71. The reactants are C(C)(=O)Cl (Acetyl chloride), OC1=NC(=CC=C1C(=O)O)C (2-hydroxy-6-methylpyridine-3-carboxylic acid). Product: COC(=O)C=1C(=NC(=CC1)C)O (Methyl-2-hydroxy-6-methylpyridine-3-carboxylate). The solvent is CO (methanol). As a reaction SMILES: [C:1](Cl)(=O)C.[OH:5][C:6]1[C:11]([C:12]([OH:14])=[O:13])=[CH:10][CH:9]=[C:8]([CH3:15])[N:7]=1>CO>[CH3:1][O:13][C:12]([C:11]1[C:6]([OH:5])=[N:7][C:8]([CH3:15])=[CH:9][CH:10]=1)=[O:14]. Yield: 100.0%.